Dataset: the Open Reaction Database (ORD), a public repository of structured organic reaction records. Task: describe an organic reaction: reactants, conditions, products, and yield Reactants: ClC=1C=C2C(N(C(=NC2=CC1)NCC(OC)OC)C)C1=CC=CC=C1 (6-chloro-3,4-dihydro-2-(2,2-dimethoxyethylamino)-3-methyl-4-phenylquinazoline), O.N (ammonia water). Solvent: S(O)(O)(=O)=O (sulfuric acid). The product is ClC=1C=C2C(N(C=3N(C2=CC1)C=CN3)C)C3=CC=CC=C3 (7-chloro-4,5-dihydro-4-methyl-5-phenylimidazo[1,2-a]quinazoline). Yield: 38.2%. RXN SMILES: [Cl:1][C:2]1[CH:3]=[C:4]2[C:9](=[CH:10][CH:11]=1)[N:8]=[C:7]([NH:12][CH2:13][CH:14](OC)OC)[N:6]([CH3:19])[CH:5]2[C:20]1[CH:25]=[CH:24][CH:23]=[CH:22][CH:21]=1.O.N>S(=O)(=O)(O)O>[Cl:1][C:2]1[CH:3]=[C:4]2[C:9](=[CH:10][CH:11]=1)[N:8]1[CH:14]=[CH:13][N:12]=[C:7]1[N:6]([CH3:19])[CH:5]2[C:20]1[CH:25]=[CH:24][CH:23]=[CH:22][CH:21]=1 |f:1.2|. Reported procedure: A mixture of 3.5 g of 6-chloro-3,4-dihydro-2-(2,2-dimethoxyethylamino)-3-methyl-4-phenylquinazoline and 20 ml of concentrated sulfuric acid was heated at 50°-60° C. for 2 hours. The reaction mixture was poured onto ice, and the resulting mixture was neutralized with concentrated ammonia water and then extracted with chloroform. The chloroform layer was washed with water, dried over anhydrous sodium sulfate, and concentrated to dryness. The residue was chromatographed on silica gel using chlorofo... Reactants: CCOc1cccc(C(=CC(C)C)c2cc3cccnc3n2S(=O)(=O)c2ccccc2)c1, CCO, [Na+], C1CCOC1, [OH-], O. Yields the product CCOc1cccc(C(=CC(C)C)c2cc3cccnc3[nH]2)c1. Reaction SMILES: [CH2:1]([CH3:2])[O:3][c:4]1[cH:5][c:6]([C:10](=[CH:11][CH:12]([CH3:13])[CH3:14])[c:15]2[cH:16][c:17]3[c:18]([n:19][cH:20][cH:21][cH:22]3)[n:23]2[S:24]([c:25]2[cH:26][cH:27][cH:28][cH:29][cH:30]2)(=[O:31])=[O:32])[cH:7][cH:8][cH:9]1.[CH3:35][CH2:36][OH:37].[Na+:34].[O:38]1[CH2:39][CH2:40][CH2:41][CH2:42]1.[OH-:33].[OH2:43]>>[CH2:1]([CH3:2])[O:3][c:4]1[cH:5][c:6]([C:10](=[CH:11][CH:12]([CH3:13])[CH3:14])[c:15]2[cH:16][c:17]3[c:18]([n:19][cH:20][cH:21][cH:22]3)[nH:23]2)[cH:7][cH:8][cH:9]1. Starting materials: NC1=NC=C2C(=N1)N(N=C2C=2C(=CC(=C(C2)S(=O)(=O)O)OC)OC)C (5-(6-Amino-1-methyl-1H-pyrazolo[3,4-d]pyrimidin-3-yl)-2,4-dimethoxy-benzenesulfonic acid), S(=O)(Cl)Cl (thionyl chloride). Conditions: temperature 120 celsius, time 8 hour. Product: NC1=NC=C2C(=N1)N(N=C2C=2C(=CC(=C(C2)S(=O)(=O)Cl)OC)OC)C (5-(6-Amino-1-methyl-1H-pyrazolo[3,4-d]pyrimidin-3-yl)-2,4-dimethoxy-benzenesulfonyl chloride). As a reaction SMILES: [NH2:1][C:2]1[N:7]=[C:6]2[N:8]([CH3:25])[N:9]=[C:10]([C:11]3[C:12]([O:23][CH3:24])=[CH:13][C:14]([O:21][CH3:22])=[C:15]([S:17](O)(=[O:19])=[O:18])[CH:16]=3)[C:5]2=[CH:4][N:3]=1.S(Cl)([Cl:28])=O>>[NH2:1][C:2]1[N:7]=[C:6]2[N:8]([CH3:25])[N:9]=[C:10]([C:11]3[C:12]([O:23][CH3:24])=[CH:13][C:14]([O:21][CH3:22])=[C:15]([S:17]([Cl:28])(=[O:19])=[O:18])[CH:16]=3)[C:5]2=[CH:4][N:3]=1. Procedure details: 5-(6-Amino-1-methyl-1H-pyrazolo[3,4-d]pyrimidin-3-yl)-2,4-dimethoxy-benzenesulfonic acid (Example 113) (629 mg, 1.72 mmol) is suspended in thionyl chloride (25 ml), the reaction mixture is heated to 120° C. for 5 hours then stood overnight at room temperature. The resulting precipitate is removed by filtration, the filtrate is concentrated in vacuo and the resulting residue is azeotroped with toluene to afford the title compound as a solid. The yield is 78.8%. Reagents/catalysts: [Pd].C(C)(C)(C)P(C(C)(C)C)C(C)(C)C.C(C)(C)(C)P(C(C)(C)C)C(C)(C)C (Bis(tri-t-butylphosphine) palladium(0)), [Pd].C(C)(C)(C)P(C(C)(C)C)C(C)(C)C.C(C)(C)(C)P(C(C)(C)C)C(C)(C)C (bis(tri-t-butylphosphine) palladium(0)). RXN SMILES: Br[C:2]1[C:3]([N:8]([CH2:28][O:29][CH2:30][CH2:31][Si:32]([CH3:35])([CH3:34])[CH3:33])[C:9](=[O:27])[CH2:10][C:11]2[CH2:12][CH2:13][N:14]([C:17]([O:19][CH2:20][C:21]3[CH:26]=[CH:25][CH:24]=[CH:23][CH:22]=3)=[O:18])[CH2:15][CH:16]=2)=[N:4][CH:5]=[CH:6][CH:7]=1.C1(C(N)C2CCCCC2)CCCCC1.O>O1CCOCC1.[Pd].C(P(C(C)(C)C)C(C)(C)C)(C)(C)C.C(P(C(C)(C)C)C(C)(C)C)(C)(C)C>[O:27]=[C:9]1[CH2:10][C:11]2([CH:12]=[CH:13][N:14]([C:17]([O:19][CH2:20][C:21]3[CH:26]=[CH:25][CH:24]=[CH:23][CH:22]=3)=[O:18])[CH2:15][CH2:16]2)[C:2]2[C:3](=[N:4][CH:5]=[CH:6][CH:7]=2)[N:8]1[CH2:28][O:29][CH2:30][CH2:31][Si:32]([CH3:35])([CH3:34])[CH3:33] |f:4.5.6|. Starting materials: BrC=1C(=NC=CC1)N(C(CC=1CCN(CC1)C(=O)OCC1=CC=CC=C1)=O)COCC[Si](C)(C)C (benzyl 4-[2-((3-bromopyridin-2-yl){[2-(trimethylsilyl)ethoxy]methyl}amino)-2-oxoethyl]-3,6-dihydropyridine-1(2H)-carboxylate), C1(CCCCC1)C(C1CCCCC1)N (dicyclohexylmethylamine), O (water). Reported procedure: Bis(tri-t-butylphosphine) palladium(0) (9.0 mg, 0.018 mmol) was added to solution of benzyl 4-[2-((3-bromopyridin-2-yl){[2-(trimethylsilyl)ethoxy]methyl}amino)-2-oxoethyl]-3,6-dihydropyridine-1(2H)-carboxylate (0.10 g, 0.18 mmol) and dicyclohexylmethylamine (42 μL, 0.196 mmol) in dioxane (2 mL). After 5 min, the reaction mixture was heated to 50° C. After 1.5 h, additional bis(tri-t-butylphosphine) palladium(0) (9.0 mg, 0.018 mmol) was added. After 20 min, water was added and the mixture was ext... Solvent: O1CCOCC1 (dioxane). Yields the product O=C1N(C2=NC=CC=C2C2(CCN(C=C2)C(=O)OCC2=CC=CC=C2)C1)COCC[Si](C)(C)C (Benzyl 2-oxo-1-{[2-(trimethylsilyl)ethoxy]methyl}-2,2′,3,3′-tetrahydro-1H,1′H-spiro[1,8-naphthyridine-4,4′-pyridine]-1′-carboxylate). Conditions: temperature 50 celsius, time 5 minute. Starting materials: CC1=CC=C(C=C1)N1CCNCC1 (1-(4-methylphenyl)piperazine), ClCCC(COC1=CC=C(C=C1)F)O (4-chloro-1-(4-fluorophenoxy)-2-butanol), C([O-])([O-])=O.[Na+].[Na+] (sodium carbonate), [I-].[K+] (potassium iodide). The solvent is CC(C)O (2-propanol), C(CCC)O (1-butanol). The product is Cl.Cl.FC1=CC=C(OCC(CCN2CCN(CC2)C2=CC=C(C=C2)C)O)C=C1 (1-(4-Fluorophenoxy)-4-[4-(4-methylphenyl)-1-piperazinyl]-2-butanol dihydrochloride), Cl (hydrogen chloride). RXN SMILES: [CH3:1][C:2]1[CH:7]=[CH:6][C:5]([N:8]2[CH2:13][CH2:12][NH:11][CH2:10][CH2:9]2)=[CH:4][CH:3]=1.[Cl:14][CH2:15][CH2:16][CH:17]([OH:27])[CH2:18][O:19][C:20]1[CH:25]=[CH:24][C:23]([F:26])=[CH:22][CH:21]=1.C(=O)([O-])[O-].[Na+].[Na+].[I-].[K+]>CC(O)C.C(O)CCC>[ClH:14].[ClH:14].[F:26][C:23]1[CH:24]=[CH:25][C:20]([O:19][CH2:18][CH:17]([OH:27])[CH2:16][CH2:15][N:11]2[CH2:12][CH2:13][N:8]([C:5]3[CH:4]=[CH:3][C:2]([CH3:1])=[CH:7][CH:6]=3)[CH2:9][CH2:10]2)=[CH:21][CH:22]=1.[ClH:14] |f:2.3.4,5.6,9.10.11|. Procedure: This compound was prepared according to the procedure of Example 25. A mixture of 1.8 g (0.01 mole) of 1-(4-methylphenyl)piperazine, 2.2 g (0.01 mole) of 4-chloro-1-(4-fluorophenoxy)-2-butanol, 5.2 g (0.05 mole) of anhydrous sodium carbonate, and 0.1 g of potassium iodide in a total volume of 200 ml of 1-butanol gave a golden oil as residue. The hydrochloride was formed in 2-propanol saturated with hydrogen chloride and the collected solid was recrystallized from methanol-water-ethyl ether to gi... Reactants: D6, C1CCOC1 (THF), C(C)(=O)O (acetic acid), C(C)(C)[N-]C(C)C.[Li+] (lithium diisopropylamide), CC1=CC=C(C=C1)S(=O)(=O)CCC1OCCO1 (2-[2-(4-methylphenylsulphonyl)ethyl ]-1,3-dioxolane), CC1=CC=C(C=C1)S(=O)(=O)CCC1OCCO1 (2-[2-(4-methylphenylsulphonyl)ethyl ]-1,3-dioxolane), O1CCCC1 (tetrahydrofuran), O1CCCC1 (tetrahydrofuran). Reaction conditions: temperature -65 celsius, time 10 minute. Yields the product O1C(=CC=C1)C12CCCN(C1)C2 (5-(Fur-2-yl)-1-azabicyclo[3.1.1]heptane). RXN SMILES: C([N-:4]C(C)C)(C)C.[Li+].[CH3:9][C:10]1[CH:15]=C[C:13](S(CCC2OCCO2)(=O)=O)=[CH:12][CH:11]=1.C(O)(=O)C.[O:30]1[CH2:34][CH2:33][CH2:32][CH2:31]1>>[O:30]1[CH:34]=[CH:33][CH:32]=[C:31]1[C:10]12[CH2:15][N:4]([CH2:9]1)[CH2:13][CH2:12][CH2:11]2 |f:0.1|. Reported procedure: A stirred solution of lithium diisopropylamide (4.0 ml of 1 5M cyclohexane solution; 0.0060 mole) in dry tetrahydrofuran (100 ml ) at -65° C. under nitrogen was treated with a solution of 2-[2-(4-methylphenylsulphonyl)ethyl ]-1,3-dioxolane (compound D5 in EP-0322182, 1.54 g, 0.0060 mole) in dry tetrahydrofuran (5 ml). After stirring the resulting solution at -65° C. for 10 minutes, a solution of crude 1-azabicyclo[3.1.1]hept-5-ylcarboxaldehyde (D6, 550 mg, 0.0044 mole) in dry THF (8 ml ) was add... The reactants are CC(=O)C(Cc1ccc(F)cc1F)C(=O)SC(C)(C)C, Nc1cc(O)ccc1F. Product: CC(=O)C(Cc1ccc(F)cc1F)C(=O)Nc1cc(O)ccc1F. As a reaction SMILES: [C:10]([S:11][C:15]([CH:16]([C:17]([CH3:18])=[O:19])[CH2:20][c:21]1[c:22]([F:28])[cH:23][c:24]([F:27])[cH:25][cH:26]1)=[O:29])([CH3:12])([CH3:13])[CH3:14].[NH2:1][c:2]1[cH:3][c:4]([OH:9])[cH:5][cH:6][c:7]1[F:8]>>[NH:1]([c:2]1[cH:3][c:4]([OH:9])[cH:5][cH:6][c:7]1[F:8])[C:15]([CH:16]([C:17]([CH3:18])=[O:19])[CH2:20][c:21]1[c:22]([F:28])[cH:23][c:24]([F:27])[cH:25][cH:26]1)=[O:29].